Dataset: the Open Reaction Database (ORD), a public repository of structured organic reaction records. Task: describe an organic reaction: reactants, conditions, products, and yield Starting materials: CC#N, C[Si](C)(C)C(C(N)=O)[Si](C)(C)C, O=C1NCCNC1=O, O, ClC(c1ccccc1)(c1ccccc1)c1ccccc1. Yields the product O=C1NCCN(C(c2ccccc2)(c2ccccc2)c2ccccc2)C1=O. RXN SMILES: [CH3:21][C:22]#[N:23].[CH3:9][Si:10]([CH:11]([Si:12]([CH3:13])([CH3:14])[CH3:15])[C:16]([NH2:17])=[O:18])([CH3:19])[CH3:20].[NH:1]1[C:2](=[O:8])[C:3](=[O:7])[NH:4][CH2:5][CH2:6]1.[OH2:44].[c:24]1([C:30]([c:31]2[cH:32][cH:33][cH:34][cH:35][cH:36]2)([c:37]2[cH:38][cH:39][cH:40][cH:41][cH:42]2)[Cl:43])[cH:25][cH:26][cH:27][cH:28][cH:29]1>>[N:1]1([C:30]([c:24]2[cH:25][cH:26][cH:27][cH:28][cH:29]2)([c:31]2[cH:32][cH:33][cH:34][cH:35][cH:36]2)[c:37]2[cH:38][cH:39][cH:40][cH:41][cH:42]2)[C:2](=[O:8])[C:3](=[O:7])[NH:4][CH2:5][CH2:6]1. Product: C=CCNCc1cccc2cc[nH]c12. Reactants: CC(=O)O[BH-](OC(C)=O)OC(C)=O, C=CCN, CC(=O)O, ClCCCl, ClCCl, [Na+], O=Cc1cccc2cc[nH]c12. Reaction SMILES: [C:9]([O:10][BH-:11]([O:12][C:13](=[O:14])[CH3:15])[O:16][C:17](=[O:18])[CH3:19])(=[O:20])[CH3:21].[CH2:1]([CH:2]=[CH2:3])[NH2:4].[CH3:5][C:6](=[O:7])[OH:8].[Cl:34][CH2:35][CH2:36][Cl:37].[Cl:38][CH2:39][Cl:40].[Na+:22].[nH:23]1[cH:24][cH:25][c:26]2[cH:27][cH:28][cH:29][c:30]([CH:32]=[O:33])[c:31]12>>[CH2:1]([CH:2]=[CH2:3])[NH:4][CH2:32][c:30]1[cH:29][cH:28][cH:27][c:26]2[cH:25][cH:24][nH:23][c:31]21. Starting materials: CC1=CC=C(C=C1)C1=C(C=CC=C1)[N+](=O)[O-] (4'-methyl-2-nitrobiphenyl). Reagents/catalysts: [Ni] (Raney nickel). The solvent is CO (methanol). Product: CC1=CC=C(C=C1)C=1C(=CC=CC1)N (4'-methylbiphenyl-2-amine). Isolated yield 92.6%. As a reaction SMILES: [CH3:1][C:2]1[CH:7]=[CH:6][C:5]([C:8]2[CH:13]=[CH:12][CH:11]=[CH:10][C:9]=2[N+:14]([O-])=O)=[CH:4][CH:3]=1>[Ni].CO>[CH3:1][C:2]1[CH:3]=[CH:4][C:5]([C:8]2[C:9]([NH2:14])=[CH:10][CH:11]=[CH:12][CH:13]=2)=[CH:6][CH:7]=1. Procedure details: 3 g of Raney nickel are added to 23.9 g (0.112 mol) of 4'-methyl-2-nitrobiphenyl (R. B. Muller and S. Dugar, Organometallics 1984, 3, 1261) in 50 ml of methanol and the mixture is hydrogenated under normal pressure at room temperature until the theoretical amount of H2 has been absorbed. The catalyst is then removed by filtration and the filtrate is concentrated. Chromatography on SiO2 (500 g) using EA/HEP(1:6) as the eluent yields 19 g of the title compound as an oil (92.5%) Starting materials: CC(C)(C)OC(=O)C(N)c1nc(-c2ncn3c2C2CCN2C(=O)c2cc(F)ccc2-3)no1, O=C(O)C(F)(F)F. The product is NCc1nc(-c2ncn3c2C2CCN2C(=O)c2cc(F)ccc2-3)no1. RXN SMILES: [C:1]([O:2][C:3]([CH3:4])([CH3:5])[CH3:6])(=[O:7])[CH:8]([c:9]1[n:10][c:11](-[c:14]2[n:15][cH:16][n:17]3[c:18]2[CH:19]2[N:20]([C:21](=[O:29])[c:22]4[c:23]-3[cH:24][cH:25][c:26]([F:28])[cH:27]4)[CH2:30][CH2:31]2)[n:12][o:13]1)[NH2:32].[OH:33][C:34]([C:35]([F:36])([F:37])[F:38])=[O:39]>>[CH2:8]([c:9]1[n:10][c:11](-[c:14]2[n:15][cH:16][n:17]3[c:18]2[CH:19]2[N:20]([C:21](=[O:29])[c:22]4[c:23]-3[cH:24][cH:25][c:26]([F:28])[cH:27]4)[CH2:30][CH2:31]2)[n:12][o:13]1)[NH2:32]. Reactants: C(C)(=O)C1=NC(=CC=C1)Br (2-acetyl-6-bromopyridine), II (iodine). Solvent: N1=CC=CC=C1 (pyridine). Product: [I-].BrC1=CC=CC(=N1)C(C[N+]1=CC=CC=C1)=O (1-[2-(6-Bromo-2-pyridinyl)-2-oxoethyl]pyridinium iodide). The yield is 167.9%. Reaction SMILES: [C:1]([C:4]1[CH:9]=[CH:8][CH:7]=[C:6]([Br:10])[N:5]=1)(=[O:3])[CH3:2].[I:11]I>N1C=CC=CC=1>[I-:11].[Br:10][C:6]1[N:5]=[C:4]([C:1](=[O:3])[CH2:2][N+:5]2[CH:6]=[CH:7][CH:8]=[CH:9][CH:4]=2)[CH:9]=[CH:8][CH:7]=1 |f:3.4|. Reported procedure: A mixture of 2-acetyl-6-bromopyridine (0.075 mol), 25 ml of pyridine, and iodine (0.075 mol) was allowed to react at 100° C. for 45 minutes and then cooled to room temperature. The reaction mixture was filtered, the solid product was triturated with CH2Cl2 (200 ml), isolated by filtration, and the residual solvent was removed under vacuum to yield 25.5 g (85%) of the desired salt. Melting point: 176°-178° C. Reactants: Cl.FC[C@](N)(CC1=CNC=N1)C(=O)O ((±) α-fluoromethylhistidine hydrochloride), C(OC)([O-])[O-] (methyl orthoformate), C1(=CC=CC=2C(=CC=CC12)S(=O)(=O)O)S(=O)(=O)O (naphthalene-1,5-disulfonic acid). Run in CO (methanol). Product: C1(=CC=CC=2C(=CC=CC12)S(=O)(=O)O)S(=O)(=O)O.FC[C@](N)(CC1=CNC=N1)C(=O)OC ((±)-methyl α-fluoromethylhistidinate 1,5-naphthalene disulfonate). Reaction SMILES: Cl.[F:2][CH2:3][C@@:4]([C:12]([OH:14])=[O:13])([CH2:6][C:7]1[N:11]=[CH:10][NH:9][CH:8]=1)[NH2:5].[CH:15]([O-])([O-])OC.[C:20]1([S:34]([OH:37])(=[O:36])=[O:35])[C:29]2[CH:28]=[CH:27][CH:26]=[C:25]([S:30]([OH:33])(=[O:32])=[O:31])[C:24]=2[CH:23]=[CH:22][CH:21]=1>CO>[C:20]1([S:34]([OH:37])(=[O:36])=[O:35])[C:29]2[CH:28]=[CH:27][CH:26]=[C:25]([S:30]([OH:33])(=[O:32])=[O:31])[C:24]=2[CH:23]=[CH:22][CH:21]=1.[F:2][CH2:3][C@@:4]([C:12]([O:14][CH3:15])=[O:13])([CH2:6][C:7]1[N:11]=[CH:10][NH:9][CH:8]=1)[NH2:5] |f:0.1,5.6|. Procedure: Into a Fisher-Porter tube there was charged 5 g of (±) α-fluoromethylhistidine hydrochloride, 100 ml of methanol, 45 ml of methyl orthoformate and 9.7 g of naphthalene-1,5-disulfonic acid. The tube was sealed and heated in a steam bath overnight. The tube was cooled in an ice bath and the crystalline product (naphthalene-1,5 disulfonic acid salt of α-fluoromethylhistidine) was filtered and returned to the Fisher-Porter tube. Methanol (120 ml), methyl orthoformate (55 ml), and naphthalene-1,5 dis...